Dataset: the Open Reaction Database (ORD), a public repository of structured organic reaction records. Task: describe an organic reaction: reactants, conditions, products, and yield Reactants: BrC(=C)C(F)(F)F (2-bromo-3,3,3-trifluoro-1-propene), [N+](=[N-])=CC(=O)OCC (ethyl diazoacetate). The solvent is C(C)OCC (diethyl ether), C(C)OCC (diethyl ether). The product is C(C)OC(=O)C1=NNC(=C1)C(F)(F)F (5-Trifluoromethyl-1H-pyrazole-3-carboxylic acid ethyl ester). As a reaction SMILES: Br[C:2]([C:4]([F:7])([F:6])[F:5])=[CH2:3].[N+:8](=[CH:10][C:11]([O:13][CH2:14][CH3:15])=[O:12])=[N-:9]>C(OCC)C>[CH2:14]([O:13][C:11]([C:10]1[CH:3]=[C:2]([C:4]([F:7])([F:6])[F:5])[NH:9][N:8]=1)=[O:12])[CH3:15]. Procedure details: To a solution of 2-bromo-3,3,3-trifluoro-1-propene (1 g, 5.716 mmol) in diethyl ether (2 ml) cooled with ice-bath under N2 atmosphere a solution of ethyl diazoacetate (1.06 ml, 8.574 mmol) in diethyl ether (3 ml) was added drop wise. The mixture was warmed to RT and then refluxed for 3 hours. The volatiles were removed under vacuum. Vacuum distillation provided the title compound. Reactants: [Sn](Cl)Cl (tin (II) chloride), ClC1=C(C=CC=C1)C1=CCC=2N(C3=C1C=C(C=C3)[N+](=O)[O-])C(=NN2)C (6-(2-chlorophenyl)-1-methyl-8-nitro-4H-s-triazolo[4,3-a][1]benzazepine), C(O)([O-])=O.[Na+] (sodium hydrogen carbonate). The solvent is Cl (hydrochloric acid). Yields the product NC=1C=CC2=C(C(=CCC=3N2C(=NN3)C)C3=C(C=CC=C3)Cl)C1 (8-amino-6-(2-chlorophenyl)-1-methyl-4H-s-triazolo[4,3-a][1]benzazepine). As a reaction SMILES: [Cl:1][C:2]1[CH:7]=[CH:6][CH:5]=[CH:4][C:3]=1[C:8]1[C:14]2[CH:15]=[C:16]([N+:19]([O-])=O)[CH:17]=[CH:18][C:13]=2[N:12]2[C:22]([CH3:25])=[N:23][N:24]=[C:11]2[CH2:10][CH:9]=1.[Sn](Cl)Cl.C(=O)([O-])O.[Na+]>Cl>[NH2:19][C:16]1[CH:17]=[CH:18][C:13]2[N:12]3[C:22]([CH3:25])=[N:23][N:24]=[C:11]3[CH2:10][CH:9]=[C:8]([C:3]3[CH:4]=[CH:5][CH:6]=[CH:7][C:2]=3[Cl:1])[C:14]=2[CH:15]=1 |f:2.3|. Procedure: A suspension of 195 mg of 6-(2-chlorophenyl)-1-methyl-8-nitro-4H-s-triazolo[4,3-a][1]benzazepine in 5 ml of concentrated hydrochloric acid is treated with 375 mg of tin (II) chloride, whereupon the mixture is heated to 50° for 40 hours while stirring. After cooling to room temperature, the mixture is neutralized with sodium hydrogen carbonate solution and extracted with chloroform. The chloroform extracts are dried and then evaporated. The residue is crystallized from ethyl acetate/ether, there ... Product: ClC=1C(=C(C=O)C=C(C1)F)O (3-Chloro-5-fluoro-2-hydroxybenzaldehyde). RXN SMILES: [OH-:1].[Na+].[OH2:3].[Cl:4][C:5]1[CH:10]=[C:9]([F:11])[CH:8]=[CH:7][C:6]=1O.[CH:13](Cl)(Cl)Cl>>[Cl:4][C:5]1[C:6]([OH:3])=[C:7]([CH:8]=[C:9]([F:11])[CH:10]=1)[CH:13]=[O:1] |f:0.1|. Reported procedure: Sodium hydroxide (50 g.) was dissolved in 70 ml. of water. 2-Chloro-4-fluorophenol (10 g., 0.068 mole) was added and then chloroform (30 ml.) The mixture was refluxed for two hours. Addition of chloroform (30 ml.) and reflux for 2 hours was twice repeated. The reaction mixture was cooled to room temperature and crude product recovered as the sodium salt by filtration. The crude was taken into water and acidified with 1 N hydrochloric acid to yield product (6.6 g.) in the free phenolic form. The ... Starting materials: [OH-].[Na+] (Sodium hydroxide), C(Cl)(Cl)Cl (chloroform), C(Cl)(Cl)Cl (chloroform), O (water), ClC1=C(C=CC(=C1)F)O (2-Chloro-4-fluorophenol). Starting materials: C(C)O (ethanol), S1C2=C(C(=C1)CC(=O)O)C=CC=C2 (benzo[b]thiophen-3-yl-acetic acid), [Li] (lithium). Solvent: O1CCCC1 (tetrahydrofuran), O1CCCC1 (tetrahydrofuran). Run at temperature 60 celsius, time 60 minute. Product: S1C2=C(C(=C1)CCO)C=CC=C2 (2-Benzo[b]thiophen-3-yl-ethanol). Reaction SMILES: [S:1]1[CH:5]=[C:4]([CH2:6][C:7](O)=[O:8])[C:3]2[CH:10]=[CH:11][CH:12]=[CH:13][C:2]1=2.[Li].C(O)C>O1CCCC1>[S:1]1[CH:5]=[C:4]([CH2:6][CH2:7][OH:8])[C:3]2[CH:10]=[CH:11][CH:12]=[CH:13][C:2]1=2 |^1:13|. Procedure: A solution of benzo[b]thiophen-3-yl-acetic acid (6.0 g, 31.2 mmol) in 40 ml of tetrahydrofuran was added dropwise at RT to a suspension of lithium alanate (1.54 g, 41 mmol) in 35 ml of tetrahydrofuran. The mixture was stirred for 60 minutes at 60° C., and then excess alanate was hydrolysed with ethanol. The mixture was suction-filtered over Kieselguhr and the solvent was removed in vacuo. The product was obtained in the form of a yellowish oil in a yield of 5.1 g (92%). Reactants: C(CCCCCCCCCCCCCCC)(=O)O (palmitic acid), [OH-].[K+] (potassium hydroxide). The solvent is CO (methanol). Yields the product C(CCCCCCCCCCCCCCC)(=O)[O-].[K+] (potassium palmitate). Isolated yield 143.2%. Reaction SMILES: [C:1]([OH:18])(=[O:17])[CH2:2][CH2:3][CH2:4][CH2:5][CH2:6][CH2:7][CH2:8][CH2:9][CH2:10][CH2:11][CH2:12][CH2:13][CH2:14][CH2:15][CH3:16].[OH-].[K+:20]>CO>[C:1]([O-:18])(=[O:17])[CH2:2][CH2:3][CH2:4][CH2:5][CH2:6][CH2:7][CH2:8][CH2:9][CH2:10][CH2:11][CH2:12][CH2:13][CH2:14][CH2:15][CH3:16].[K+:20] |f:1.2,4.5|. Procedure details: GPC in an amount of 25.7 g, 2000 ml of methanol, 52.2 g of palmitic acid and 11.4 g of potassium hydroxide were mixed to give a uniform solution at 40° C. and then concentrated to dryness to obtain 85.7 g of potassium palmitate-supported GPC. Reactants: C[Si](C)(C)Br, C1COCCO1, CS(=O)(=O)c1ccc(-c2ccc(CO)cc2)cc1. Product: CS(=O)(=O)c1ccc(-c2ccc(CBr)cc2)cc1. Reaction SMILES: [Br:19][Si:20]([CH3:21])([CH3:22])[CH3:23].[CH2:24]1[O:25][CH2:26][CH2:27][O:28][CH2:29]1.[CH3:1][S:2](=[O:3])(=[O:4])[c:5]1[cH:6][cH:7][c:8](-[c:11]2[cH:12][cH:13][c:14]([CH2:17][OH:18])[cH:15][cH:16]2)[cH:9][cH:10]1>>[CH3:1][S:2](=[O:3])(=[O:4])[c:5]1[cH:6][cH:7][c:8](-[c:11]2[cH:12][cH:13][c:14]([CH2:17][Br:19])[cH:15][cH:16]2)[cH:9][cH:10]1. Starting materials: Brc1ccccc1-c1ccccc1, Cc1cn(Cc2ccccc2)c(C)n1. Reagents/catalysts: CC(C)(C)c1ccc(-c2ccc(C(C)(C)C)cc2)cc1 (4,4'-di-tert-butylbiphenyl), CC(C)(C)C(=O)[O-].[K+] (KOPiv), Cl[Pd]CC=C.C=CC[Pd]Cl ([Pd(allyl)Cl]2), CN(C)c1ccc(P(C2CCCCC2)C2CCCCC2)cc1 (A-caPhos). Solvent: CC(=O)N(C)C (DMA), CC(=O)N(C)C (DMA), CC(=O)N(C)C (DMA). Conditions: temperature 120 celsius, time 24 hour. The product is Cc1nc(C)n(Cc2ccccc2)c1-c1ccccc1-c1ccccc1. Isolated yield 0.0%.